Dataset: the Open Reaction Database (ORD), a public repository of structured organic reaction records. Task: describe an organic reaction: reactants, conditions, products, and yield Reactants: CN(C=O)C (N,N-dimethylformamide), C(C)OC(C(C)(C)C1(CCN(CC1)CC1=CC=CC=C1)O)=O (2-(1-benzyl-4-hydroxy-piperidin-4-yl)-2-methyl-propionic acid ethyl ester), S(=O)(Cl)Cl (thionyl chloride). The solvent is C(Cl)(Cl)Cl (chloroform). The product is C(C)OC(C(C)(C)C=1CCN(CC1)CC1=CC=CC=C1)=O (2-(1-benzyl-1,2,3,6-tetrahydro-pyridin-4-yl)-2-methyl-propionic acid ethyl ester). Yield: 38.4%. RXN SMILES: [CH2:1]([O:3][C:4](=[O:22])[C:5]([C:8]1(O)[CH2:13][CH2:12][N:11]([CH2:14][C:15]2[CH:20]=[CH:19][CH:18]=[CH:17][CH:16]=2)[CH2:10][CH2:9]1)([CH3:7])[CH3:6])[CH3:2].CN(C)C=O.S(Cl)(Cl)=O>C(Cl)(Cl)Cl>[CH2:1]([O:3][C:4](=[O:22])[C:5]([C:8]1[CH2:13][CH2:12][N:11]([CH2:14][C:15]2[CH:20]=[CH:19][CH:18]=[CH:17][CH:16]=2)[CH2:10][CH:9]=1)([CH3:7])[CH3:6])[CH3:2]. Procedure: 2-(1-benzyl-4-hydroxy-piperidin-4-yl)-2-methyl-propionic acid ethyl ester (3.24 g, 10.6 mmol) from above was dissolved in chloroform (13 mL) containing N,N-dimethylformamide (34 □L). To this solution was added thionyl chloride (1.56 mL). The mixture was refluxed overnight. Solvents were evaporated and the residue was extracted with ethyl acetate and sodium hydroxide (1N) solution. The organic layer was washed with brine and dried over sodium sulfate. After evaporation of solvents, the residue wa...